From a dataset of the Open Reaction Database (ORD), a public repository of structured organic reaction records. describe an organic reaction: reactants, conditions, products, and yield Reactants: BrC=1C(=NC(=NC1)Cl)OC (5-bromo-2-chloro-4-methoxypyrimidine), C[C@@H]1CNC[C@@H](O1)C (cis-2,6-dimethylmorpholine), crude product. Conditions: temperature 45 celsius, time 30 minute. Product: BrC=1C(=NC(=NC1)N1C[C@H](O[C@H](C1)C)C)OC (cis-4-[5-Bromo-4-(methyloxy)-2-pyrimidinyl]-2,6-dimethylmorpholine). Isolated yield 64.0%. As a reaction SMILES: [Br:1][C:2]1[C:3]([O:9][CH3:10])=[N:4][C:5](Cl)=[N:6][CH:7]=1.[CH3:11][C@H:12]1[O:17][C@@H:16]([CH3:18])[CH2:15][NH:14][CH2:13]1>>[Br:1][C:2]1[C:3]([O:9][CH3:10])=[N:4][C:5]([N:14]2[CH2:13][C@H:12]([CH3:11])[O:17][C@H:16]([CH3:18])[CH2:15]2)=[N:6][CH:7]=1. Procedure: To a solution of 5-bromo-2-chloro-4-methoxypyrimidine (17.2 g, 77 mmol) stirred in air at 0° C. was added neat cis-2,6-dimethylmorpholine (24.5 g, 213 mmol) dropwise in 10 minutes. The reaction mixture was stirred at 45° C. for 30 minutes. The organic phase was evaporated in vacuo to give the crude product as a white solid. The crude product was added to a silica gel column and was eluted with hexane/ethyl acetate (20/1). Collected fractions were evaporated to give the title compound as white so... Run at time 18 hour. The reactants are C([O-])(O)=O.[Na+] (sodium bicarbonate), CC1=C(C(=O)N2CCCC(C2=N1)O)CCN3CCC(CC3)C=4C=5C=CC(=CC5ON4)F (Paliperidone), N(CCC(=O)O)C(=O)OC(C)(C)C (Boc-b-Ala-OH), C1(CCCCC1)N=C=NC1CCCCC1 (dicyclohexylcarbodiimide). RXN SMILES: [CH3:1][C:2]1[N:12]=[C:11]2[N:6]([CH2:7][CH2:8][CH2:9][CH:10]2[OH:13])[C:4](=[O:5])[C:3]=1[CH2:14][CH2:15][N:16]1[CH2:21][CH2:20][CH:19]([C:22]2[C:23]3[CH:24]=[CH:25][C:26]([F:31])=[CH:27][C:28]=3[O:29][N:30]=2)[CH2:18][CH2:17]1.[NH:32]([C:38]([O:40]C(C)(C)C)=O)[CH2:33][CH2:34][C:35]([OH:37])=O.C1(N=C=N[CH:54]2[CH2:59][CH2:58]CCC2)CCCCC1.[C:60](=O)(O)[O-].[Na+]>ClCCl.CN(C)C1C=CN=CC=1>[C:38]([NH:32][CH2:33][CH2:34][C:35]([O:13][CH:10]1[C:11]2=[N:12][C:2]([CH3:1])=[C:3]([CH2:14][CH2:15][N:16]3[CH2:21][CH2:20][CH:19]([C:22]4[C:23]5[CH:24]=[CH:25][C:26]([F:31])=[CH:27][C:28]=5[O:29][N:30]=4)[CH2:18][CH2:17]3)[C:4](=[O:5])[N:6]2[CH2:7][CH2:8][CH2:9]1)=[O:37])(=[O:40])[C:59]([CH3:58])([CH3:54])[CH3:60] |f:3.4|. Solvent: ClCCl (dichloromethane). The reagents and catalysts are CN(C1=CC=NC=C1)C (N,N-dimethyl-4-pyridinamine). Yields the product C(C(C)(C)C)(=O)NCCC(=O)OC1CCCN2C1=NC(=C(C2=O)CCN2CCC(CC2)C2=NOC1=C2C=CC(=C1)F)C (3-(2-(4-(6-fluorobenzo[d]isoxazol-3-yl)piperidin-1-yl)ethyl)-2-methyl-4-oxo-6,7,8,9-tetrahydro-4H-pyrido[1,2-a]pyrimidin-9-yl 3-pivalamidopropanoate). Procedure details: A solution of Paliperidone (1.0 g, 2.34 mmol) in dichloromethane (20 mL) was treated with Boc-b-Ala-OH (443.65 mg, 2.34 mmol), dicyclohexylcarbodiimide (483.79 mg, 2.34 mmol) and N,N-dimethyl-4-pyridinamine (14.32 mg, 0.117 mmol). The reaction was stirred at room temperature under argon atmosphere. After 18 h, the reaction mixture was poured into an aqueous saturated sodium bicarbonate solution (20 mL) and the aqueous layer extracted with dichloromethane (three times 20 mL). The combined organic...